Task: describe an organic reaction: reactants, conditions, products, and yield. Dataset: the Open Reaction Database (ORD), a public repository of structured organic reaction records Starting materials: ClCCl, COc1cc(OC)cc(C(O)c2ccc(OC)c(F)c2)c1, O=[Mn]=O. The product is COc1cc(OC)cc(C(=O)c2ccc(OC)c(F)c2)c1. Reaction SMILES: [CH2:22]([Cl:23])[Cl:24].[CH3:1][O:2][c:3]1[cH:4][c:5]([CH:11]([OH:12])[c:13]2[cH:14][c:15]([F:21])[c:16]([O:19][CH3:20])[cH:17][cH:18]2)[cH:6][c:7]([O:9][CH3:10])[cH:8]1.[O:25]=[Mn:26]=[O:27]>>[CH3:1][O:2][c:3]1[cH:4][c:5]([C:11](=[O:12])[c:13]2[cH:14][c:15]([F:21])[c:16]([O:19][CH3:20])[cH:17][cH:18]2)[cH:6][c:7]([O:9][CH3:10])[cH:8]1. Starting materials: C1(=CC=C(C=C1)C=O)C1=CC=CC=C1 (4-Biphenylcarbaldehyde), CN (methylamine). Run in ClCCl.C(C)O (dichloromethane ethanol). Reaction conditions: time 3 hour. Product: CNCC1=CC=C(C=C1)C1=CC=CC=C1 (N-Methyl-4-phenylbenzylamine). RXN SMILES: [C:1]1([C:9]2[CH:14]=[CH:13][CH:12]=[CH:11][CH:10]=2)[CH:6]=[CH:5][C:4]([CH:7]=O)=[CH:3][CH:2]=1.[CH3:15][NH2:16]>ClCCl.C(O)C>[CH3:15][NH:16][CH2:7][C:4]1[CH:5]=[CH:6][C:1]([C:9]2[CH:14]=[CH:13][CH:12]=[CH:11][CH:10]=2)=[CH:2][CH:3]=1 |f:2.3|. Reported procedure: 10 g of 4-Biphenylcarbaldehyde and 40 ml of 33% ethanolic methylamine are stirred overnight at room temperature with a 4 Å molecular sieve. The mixture is filtered and concentrated under vacuum. The residue is treated in 60 ml of ethanol with 2 g of sodium borohydride and stirred for 3 hours. The solvent is removed under vacuum, the residue partitioned between ether and water and the organic phase dried and concentrated. The pure base is obtained as an oil following chromatography on silica gel ...